From a dataset of the Open Reaction Database (ORD), a public repository of structured organic reaction records. describe an organic reaction: reactants, conditions, products, and yield The reactants are [N+](=O)(O)[O-] (nitric acid), C(=O)(C(=O)OCC)NC1=CC(=C(C(=C1)Cl)Cl)Cl (N-ethoxalyl-3,4,5-trichloroaniline). The solvent is ice water. Reaction conditions: temperature 0 celsius, time 10 minute. Yields the product C(=O)(C(=O)OCC)NC1=C(C(=C(C(=C1)Cl)Cl)Cl)[N+](=O)[O-] (N-ethoxalyl-2-nitro-3,4,5-trichloroaniline). Isolated yield 52.0%. Reaction SMILES: [N+:1]([O-:4])(O)=[O:2].[C:5]([NH:12][C:13]1[CH:18]=[C:17]([Cl:19])[C:16]([Cl:20])=[C:15]([Cl:21])[CH:14]=1)([C:7]([O:9][CH2:10][CH3:11])=[O:8])=[O:6]>>[C:5]([NH:12][C:13]1[CH:14]=[C:15]([Cl:21])[C:16]([Cl:20])=[C:17]([Cl:19])[C:18]=1[N+:1]([O-:4])=[O:2])([C:7]([O:9][CH2:10][CH3:11])=[O:8])=[O:6]. Reported procedure: 20 ml 100% nitric acid was cooled to 0° C. and 2.0 g (6.8 mmol) N-ethoxalyl-3,4,5-trichloroaniline was added. The reaction mixture was stirred at 0° C. for 10 min. and 200 ml ice-water was added. The precipitate was filtered off, washed with water and ethanol to give 1.2 g (52%) of N-ethoxalyl-2-nitro-3,4,5-trichloroaniline. M.p. 84° C.